This data is from the Open Reaction Database (ORD), a public repository of structured organic reaction records. The task is: describe an organic reaction: reactants, conditions, products, and yield The reactants are C(C=C)Br (allyl bromide), ClC1=CC=C(C=C1)C(O)(C=1NC=CN1)C1=CC=CC=C1 (α-(p-chlorophenyl)-α-phenylimidazole-2-methanol), [OH-].[Na+] (sodium hydroxide), C1([N+](=O)[O-])=CC([N+](=O)[O-])=CC([N+](=O)[O-])=C1O (picric acid). Solvent: C(C)#N (acetonitrile). The product is C(C=C)N1C(=NC=C1)C(O)(C1=CC=CC=C1)C1=CC=C(C=C1)Cl (1-Allyl-α-(p-chlorophenyl)-α-phenylimidazole-2-methanol). RXN SMILES: [CH2:1](Br)[CH:2]=[CH2:3].[Cl:5][C:6]1[CH:11]=[CH:10][C:9]([C:12]([C:19]2[CH:24]=[CH:23][CH:22]=[CH:21][CH:20]=2)([C:14]2[NH:15][CH:16]=[CH:17][N:18]=2)[OH:13])=[CH:8][CH:7]=1.[OH-].[Na+].C1(C(O)=C([N+]([O-])=O)C=C([N+]([O-])=O)C=1)[N+]([O-])=O>C(#N)C>[CH2:1]([N:15]1[CH:16]=[CH:17][N:18]=[C:14]1[C:12]([C:9]1[CH:8]=[CH:7][C:6]([Cl:5])=[CH:11][CH:10]=1)([C:19]1[CH:24]=[CH:23][CH:22]=[CH:21][CH:20]=1)[OH:13])[CH:2]=[CH2:3] |f:2.3|. Procedure: A mixture of 3.4 g (0.028 mol) of freshly distilled allyl bromide, 7 g (0.025 mol) of α-(p-chlorophenyl)-α-phenylimidazole-2-methanol (prepared according to Example IV), 1.2 g (0.030 mol) of sodium hydroxide, 0.050 g of picric acid and 50 ml. of acetonitrile was refluxed for 5 hours. The warm reaction mixture was filtered and water was added to the filtrate. The precipitate formed was filtered off, washed with water and petroleum ether (boiling range 40°-60° C.) and three times crystallised from... Starting materials: CO, [N-]=[N+]=NCCOc1ccc(C(=C(c2ccccc2)C(F)(F)F)c2ccccc2)cc1. The product is NCCOc1ccc(C(=C(c2ccccc2)C(F)(F)F)c2ccccc2)cc1. Reaction SMILES: [CH3:31][OH:32].[N:1](=[N+:2]=[N-:3])[CH2:4][CH2:5][O:6][c:7]1[cH:8][cH:9][c:10]([C:13](=[C:14]([C:15]([F:16])([F:17])[F:18])[c:19]2[cH:20][cH:21][cH:22][cH:23][cH:24]2)[c:25]2[cH:26][cH:27][cH:28][cH:29][cH:30]2)[cH:11][cH:12]1>>[NH2:1][CH2:4][CH2:5][O:6][c:7]1[cH:8][cH:9][c:10]([C:13](=[C:14]([C:15]([F:16])([F:17])[F:18])[c:19]2[cH:20][cH:21][cH:22][cH:23][cH:24]2)[c:25]2[cH:26][cH:27][cH:28][cH:29][cH:30]2)[cH:11][cH:12]1.